From a dataset of the Open Reaction Database (ORD), a public repository of structured organic reaction records. describe an organic reaction: reactants, conditions, products, and yield Reactants: Cc1nc(C(=O)Nc2cc(Br)cc3[nH]ncc23)cs1, O=c1cc(Br)cc[nH]1, O=C([O-])O, CC(=O)[O-], [K+], [Na+], c1ccc(P(c2ccccc2)(c2ccccc2)[Pd](P(c2ccccc2)(c2ccccc2)c2ccccc2)(P(c2ccccc2)(c2ccccc2)c2ccccc2)P(c2ccccc2)(c2ccccc2)c2ccccc2)cc1. The product is Cc1nc(C(=O)Nc2cc(-c3cc[nH]c(=O)c3)cc3[nH]ncc23)cs1. Reaction SMILES: [Br:1][c:2]1[cH:3][c:4]([NH:11][C:12](=[O:13])[c:14]2[n:15][c:16]([CH3:19])[s:17][cH:18]2)[c:5]2[cH:6][n:7][nH:8][c:9]2[cH:10]1.[Br:25][c:26]1[cH:27][c:28](=[O:32])[nH:29][cH:30][cH:31]1.[C:110](=[O:111])([OH:112])[O-:113].[CH3:21][C:22](=[O:23])[O-:24].[K+:20].[Na+:114].[cH:33]1[cH:34][cH:35][c:36]([P:37]([Pd:38]([P:39]([c:40]2[cH:41][cH:42][cH:43][cH:44][cH:45]2)([c:46]2[cH:47][cH:48][cH:49][cH:50][cH:51]2)[c:52]2[cH:53][cH:54][cH:55][cH:56][cH:57]2)([P:58]([c:59]2[cH:60][cH:61][cH:62][cH:63][cH:64]2)([c:65]2[cH:66][cH:67][cH:68][cH:69][cH:70]2)[c:71]2[cH:72][cH:73][cH:74][cH:75][cH:76]2)[P:77]([c:78]2[cH:79][cH:80][cH:81][cH:82][cH:83]2)([c:84]2[cH:85][cH:86][cH:87][cH:88][cH:89]2)[c:90]2[cH:91][cH:92][cH:93][cH:94][cH:95]2)([c:96]2[cH:97][cH:98][cH:99][cH:100][cH:101]2)[c:102]2[cH:103][cH:104][cH:105][cH:106][cH:107]2)[cH:108][cH:109]1>>[c:2]1(-[c:26]2[cH:27][c:28](=[O:32])[nH:29][cH:30][cH:31]2)[cH:3][c:4]([NH:11][C:12](=[O:13])[c:14]2[n:15][c:16]([CH3:19])[s:17][cH:18]2)[c:5]2[cH:6][n:7][nH:8][c:9]2[cH:10]1. Starting materials: BrC1=CC=C2C(=CC(=NC2=C1)NC1=CC=C(C#N)C=C1)C (4-[(7-bromo-4-methyl-quinolin-2-yl)-amino]-benzonitrile), CC1=C(C=CC=C1)OB(O)O (2-methylphenylboric acid), C([O-])([O-])=O.[Na+].[Na+] (sodium carbonate). The reagents and catalysts are [Pd].C1(=CC=CC=C1)P(C1=CC=CC=C1)C1=CC=CC=C1.C1(=CC=CC=C1)P(C1=CC=CC=C1)C1=CC=CC=C1.C1(=CC=CC=C1)P(C1=CC=CC=C1)C1=CC=CC=C1.C1(=CC=CC=C1)P(C1=CC=CC=C1)C1=CC=CC=C1 (tetrakis-(triphenylphosphine)-palladium (0)). The solvent is C1(=CC=CC=C1)C.O (toluene water). Product: CC1=C(C=CC=C1)C1=CC=C2C(=CC(=NC2=C1)NC1=CC=C(C#N)C=C1)C (4-{[7-(2-methyl-phenyl)-4-methyl-quinolin-2-yl]-amino}-benzonitrile). RXN SMILES: Br[C:2]1[CH:11]=[C:10]2[C:5]([C:6]([CH3:21])=[CH:7][C:8]([NH:12][C:13]3[CH:20]=[CH:19][C:16]([C:17]#[N:18])=[CH:15][CH:14]=3)=[N:9]2)=[CH:4][CH:3]=1.[CH3:22][C:23]1[CH:28]=[CH:27][CH:26]=[CH:25][C:24]=1OB(O)O.C(=O)([O-])[O-].[Na+].[Na+]>C1(C)C=CC=CC=1.O.[Pd].C1(P(C2C=CC=CC=2)C2C=CC=CC=2)C=CC=CC=1.C1(P(C2C=CC=CC=2)C2C=CC=CC=2)C=CC=CC=1.C1(P(C2C=CC=CC=2)C2C=CC=CC=2)C=CC=CC=1.C1(P(C2C=CC=CC=2)C2C=CC=CC=2)C=CC=CC=1>[CH3:22][C:23]1[CH:28]=[CH:27][CH:26]=[CH:25][C:24]=1[C:2]1[CH:11]=[C:10]2[C:5]([C:6]([CH3:21])=[CH:7][C:8]([NH:12][C:13]3[CH:20]=[CH:19][C:16]([C:17]#[N:18])=[CH:15][CH:14]=3)=[N:9]2)=[CH:4][CH:3]=1 |f:2.3.4,5.6,7.8.9.10.11|. Reported procedure: Prepared analogously to Example 27e from 4-[(7-bromo-4-methyl-quinolin-2-yl)-amino]-benzonitrile, 2-methylphenylboric acid, tetrakis-(triphenylphosphine)-palladium (0) and sodium carbonate in toluene/water. Product: C(C)(C)(C)OC(=O)NC1CCC(CC1)CNC1=NC(=NC=C1[N+](=O)[O-])NCC(=O)O ({4-[(4-tert-butoxycarbonylamino-cyclohexylmethyl)-amino]-5-nitro-pyrimidin-2-ylamino}-acetic acid). Reaction SMILES: C[O:2][C:3](=[O:31])[CH2:4][NH:5][C:6]1[N:11]=[C:10]([NH:12][CH2:13][CH:14]2[CH2:19][CH2:18][CH:17]([NH:20][C:21]([O:23][C:24]([CH3:27])([CH3:26])[CH3:25])=[O:22])[CH2:16][CH2:15]2)[C:9]([N+:28]([O-:30])=[O:29])=[CH:8][N:7]=1.O.[OH-].[Li+]>CO.O>[C:24]([O:23][C:21]([NH:20][CH:17]1[CH2:18][CH2:19][CH:14]([CH2:13][NH:12][C:10]2[C:9]([N+:28]([O-:30])=[O:29])=[CH:8][N:7]=[C:6]([NH:5][CH2:4][C:3]([OH:31])=[O:2])[N:11]=2)[CH2:15][CH2:16]1)=[O:22])([CH3:27])([CH3:25])[CH3:26] |f:1.2.3|. The solvent is CO (MeOH), O (water). Yield: 124.0%. Conditions: time 1 hour. Starting materials: COC(CNC1=NC=C(C(=N1)NCC1CCC(CC1)NC(=O)OC(C)(C)C)[N+](=O)[O-])=O ({4-[(4-tert-butoxycarbonylamino-cyclohexylmethyl)-amino]-5-nitro-pyrimidin-2-ylamino}-acetic acid methyl ester), O.[OH-].[Li+] (lithium hydroxide monohydrate). Procedure details: To a suspension of {4-[(4-tert-butoxycarbonylamino-cyclohexylmethyl)-amino]-5-nitro-pyrimidin-2-ylamino}-acetic acid methyl ester (845 mg, 1.9 mmol) in a mixture of MeOH (90 mL) and water (30 mL) was added lithium hydroxide monohydrate (404 mg, 9.6 mmol). The heterogeneous mixture was stirred at room temperature for 1 h. The mixture was concentrated and the resulting residue was acidified to pH 5 using 1M HCl. The product was extracted using ethyl acetate (×3). The combined organic phase was dri...